Dataset: the Open Reaction Database (ORD), a public repository of structured organic reaction records. Task: describe an organic reaction: reactants, conditions, products, and yield The reactants are BrC1=C(OC2=C1C=C(C=C2)CN2C(=NC(=C2C(=O)OCC)Cl)CCCC)C2=C(C=CC=C2)NS(=O)(=O)C(F)(F)F (Ethyl 1-[[3-bromo-2-[2-[[(trifluoromethyl)sulphonyl]amino]phenyl]-5-benzofuranyl]methyl]-2-butyl-4-chloro-1H-imidazole-5-carboxylate), CN (methylamine). Product: BrC1=C(OC2=C1C=C(C=C2)CN2C(=NC(=C2C(=O)NC)Cl)CCCC)C2=C(C=CC=C2)NS(=O)(=O)C(F)(F)F (1-[[3-Bromo-2-[2-[[(trifluoromethyl)sulphonyl]amino]phenyl]-5-benzofuranyl]methyl]-2-butyl-4-chloro-N-methyl-1H-imidazole-5-carboxamide). As a reaction SMILES: [Br:1][C:2]1[C:6]2[CH:7]=[C:8]([CH2:11][N:12]3[C:16]([C:17]([O:19]CC)=O)=[C:15]([Cl:22])[N:14]=[C:13]3[CH2:23][CH2:24][CH2:25][CH3:26])[CH:9]=[CH:10][C:5]=2[O:4][C:3]=1[C:27]1[CH:32]=[CH:31][CH:30]=[CH:29][C:28]=1[NH:33][S:34]([C:37]([F:40])([F:39])[F:38])(=[O:36])=[O:35].[CH3:41][NH2:42]>>[Br:1][C:2]1[C:6]2[CH:7]=[C:8]([CH2:11][N:12]3[C:16]([C:17]([NH:42][CH3:41])=[O:19])=[C:15]([Cl:22])[N:14]=[C:13]3[CH2:23][CH2:24][CH2:25][CH3:26])[CH:9]=[CH:10][C:5]=2[O:4][C:3]=1[C:27]1[CH:32]=[CH:31][CH:30]=[CH:29][C:28]=1[NH:33][S:34]([C:37]([F:38])([F:40])[F:39])(=[O:35])=[O:36]. Procedure: A solution of the product of Example 65 (0.17 g) in methylamine (10 ml) was heated at 50° for 18 hours. The solvent was allowed to evaporate. The residue was dissolved in dichloromethane (50 ml) and washed with hydrochloric acid (2M:50 ml). The organic solution was purified by column chromatography eluting with dichloromethane/methanol (20:1) to give the title compound as a white foam (0.136 g) m.p. 89°-92° C. Starting materials: COC(=O)c1ccc(CCCN(Cc2ccc(-c3nccs3)cc2)S(=O)(=O)c2cccnc2)s1, CCO. Yields the product O=C(O)c1ccc(CCCN(Cc2ccc(-c3nccs3)cc2)S(=O)(=O)c2cccnc2)s1. Reaction SMILES: [CH3:1][O:2][C:3](=[O:4])[c:5]1[s:6][c:7]([CH2:10][CH2:11][CH2:12][N:13]([CH2:14][c:15]2[cH:16][cH:17][c:18](-[c:21]3[s:22][cH:23][cH:24][n:25]3)[cH:19][cH:20]2)[S:26](=[O:27])(=[O:28])[c:29]2[cH:30][n:31][cH:32][cH:33][cH:34]2)[cH:8][cH:9]1.[CH3:35][CH2:36][OH:37]>>[O:2]=[C:3]([OH:4])[c:5]1[s:6][c:7]([CH2:10][CH2:11][CH2:12][N:13]([CH2:14][c:15]2[cH:16][cH:17][c:18](-[c:21]3[s:22][cH:23][cH:24][n:25]3)[cH:19][cH:20]2)[S:26](=[O:27])(=[O:28])[c:29]2[cH:30][n:31][cH:32][cH:33][cH:34]2)[cH:8][cH:9]1.